This data is from the Open Reaction Database (ORD), a public repository of structured organic reaction records. The task is: describe an organic reaction: reactants, conditions, products, and yield The reactants are C1(CC1)CC(C)=O (1-cyclopropylpropan-2-one), FC=1C=C(C=CC1)C1=NC=C(C(=O)NC2CCNCC2)C=C1 (6-(3-fluorophenyl)-N-(piperidin-4-yl)nicotinamide), C(C)(=O)O[BH-](OC(C)=O)OC(C)=O.[Na+] (sodium triacetoxyborohydride), C(=O)([O-])[O-].[K+].[K+] (K2CO3). Run in C(C)(=O)O (acetic acid), CS(=O)C (DMSO), C1CCOC1 (THF), C(C)O (ethanol). Reaction conditions: time 20 hour. Yields the product C1(CC1)CC(C)N1CCC(CC1)NC(C1=CN=C(C=C1)C1=CC(=CC=C1)F)=O (N-[1-(2-Cyclopropyl-1-methylethyl)piperidin-4-yl]-6-(3-fluorophenyl)nicotinamide). RXN SMILES: [CH:1]1([CH2:4][C:5](=O)[CH3:6])[CH2:3][CH2:2]1.[F:8][C:9]1[CH:10]=[C:11]([C:15]2[CH:29]=[CH:28][C:18]([C:19]([NH:21][CH:22]3[CH2:27][CH2:26][NH:25][CH2:24][CH2:23]3)=[O:20])=[CH:17][N:16]=2)[CH:12]=[CH:13][CH:14]=1.C(O[BH-](OC(=O)C)OC(=O)C)(=O)C.[Na+].C([O-])([O-])=O.[K+].[K+]>C(O)C.C(O)(=O)C.CS(C)=O.C1COCC1>[CH:1]1([CH2:4][CH:5]([N:25]2[CH2:24][CH2:23][CH:22]([NH:21][C:19](=[O:20])[C:18]3[CH:28]=[CH:29][C:15]([C:11]4[CH:12]=[CH:13][CH:14]=[C:9]([F:8])[CH:10]=4)=[N:16][CH:17]=3)[CH2:27][CH2:26]2)[CH3:6])[CH2:3][CH2:2]1 |f:2.3,4.5.6|. Procedure details: To a solution of 1-cyclopropylpropan-2-one (0.2 mL, 0.08 mmol in 1:1 THF:DMSO) was added 6-(3-fluorophenyl)-N-(piperidin-4-yl)nicotinamide (in 1:1 THF:DMSO, 0.2 mL, 0.08 mmol), sodium triacetoxyborohydride dispersion (0.33 mL, 2.5 eq, in 1:1 THF:DMSO) and glacial acetic acid (0.01 mL). The reaction mixture was stirred at room temperature for 16-24 h and then aqueous K2CO3 (3 M, 0.2 mL) and ethanol (0.55 mL) was added. The reaction was shaken for 30 min and then the mixture was filtered and the f... Starting materials: C(C1=CC=CC=C1)OC1=C(N(C(=C1OCC1=CC=CC=C1)C#N)C1=CC=C(C=C1)OC)C(=O)N(C)C (3,4-Bis(benzyloxy)-5-cyano-1-(4-methoxyphenyl)-N,N-dimethyl-1H-pyrrole-2-carboxamide). Reagents/catalysts: [Pd] (Pd/C). The solvent is CO (methanol). Yields the product C(#N)C1=C(C(=C(N1C1=CC=C(C=C1)OC)C(=O)N(C)C)O)O (5-cyano-3,4-dihydroxy-1-(4-methoxyphenyl)-N,N-dimethyl-1H-pyrrole-2-carboxamide). Yield: 21.5%. As a reaction SMILES: C([O:8][C:9]1[C:13]([O:14]CC2C=CC=CC=2)=[C:12]([C:22]#[N:23])[N:11]([C:24]2[CH:29]=[CH:28][C:27]([O:30][CH3:31])=[CH:26][CH:25]=2)[C:10]=1[C:32]([N:34]([CH3:36])[CH3:35])=[O:33])C1C=CC=CC=1>CO.[Pd]>[C:22]([C:12]1[N:11]([C:24]2[CH:29]=[CH:28][C:27]([O:30][CH3:31])=[CH:26][CH:25]=2)[C:10]([C:32]([N:34]([CH3:35])[CH3:36])=[O:33])=[C:9]([OH:8])[C:13]=1[OH:14])#[N:23]. Procedure: 4-Bis(benzyloxy)-5-cyano-1-(4-methoxyphenyl)-N,N-dimethyl-1H-pyrrole-2-carboxamide (12) (85 mg, 0.17 mmol) in methanol (2 mL) was passed through a Thales ‘H-cube’ cartridge (10% Pd/C) at a flow rate of 1.5 mL/min at 25° C. under H2 (full H2 mode). The output was concentrated in vacuo to afford 5-cyano-3,4-dihydroxy-1-(4-methoxyphenyl)-N,N-dimethyl-1H-pyrrole-2-carboxamide (UL1-031) (11 mg, 21%) as a yellow solid: m/z 302 (M+H)+ (ES+); 300 (M−H)− (ES−). 1H NMR (400 MHz, DMSO-d6) δ: 9.80 (s, 1H), ... The reactants are C(C1=CC(C(=O)O)=CC=C1)(=O)O (isophthalic acid), CCN=C=NCCCN(C)C.Cl (EDC.HCl), CNCCOCCOCCOCCC(=O)OC(C)(C)C (tert-butyl 3-(2-(2-(2-(methylamino)ethoxy)ethoxy)ethoxy)propanoate). Reagents/catalysts: CN(C1=CC=NC=C1)C (4-dimethylaminopyridine). Solvent: ClCCl (dichloromethane). Reaction conditions: time 2 hour. Product: C(C1=CC=CC=C1)(=O)O (benzoic acid). As a reaction SMILES: C(O)(=O)[C:2]1[CH:10]=[CH:9][CH:8]=[C:4]([C:5]([OH:7])=[O:6])[CH:3]=1.CCN=C=NCCCN(C)C.Cl.CNCCOCCOCCOCCC(OC(C)(C)C)=O>ClCCl.CN(C)C1C=CN=CC=1>[C:5]([OH:7])(=[O:6])[C:4]1[CH:8]=[CH:9][CH:10]=[CH:2][CH:3]=1 |f:1.2|. Procedure: Into a 50-mL round-bottom flask, was placed a solution of isophthalic acid (1.7 g, 10.24 mmol, 2.98 equiv) in dichloromethane (10 mL), EDC.HCl (660 mg, 3.44 mmol, 1.00 equiv), 4-dimethylaminopyridine (420 mg, 3.44 mmol, 1.00 equiv), and tert-butyl 3-(2-(2-(2-(methylamino)ethoxy)ethoxy)ethoxy)propanoate 8b (1 g, 3.44 mmol, 1.00 equiv). The resulting solution was stirred for 2 h at room temperature. The resulting mixture was washed with 2×20 mL of water and 1×20 mL of NH4Cl (aq). The mixture was d...